This data is from the Open Reaction Database (ORD), a public repository of structured organic reaction records. The task is: describe an organic reaction: reactants, conditions, products, and yield Starting materials: NC=1N=CC(=NC1C=1OC(=NN1)C1=CC=C(C=C1)CBr)C1CCN(CC1)C(CC)=O (1-[4-[5-amino-6-[5-[4-(bromomethyl)phenyl]-1,3,4-oxadiazol-2-yl]pyrazin-2-yl]-1-piperidyl]propan-1-one), C(=O)([O-])[O-].[Na+].[Na+] (Na2CO3), CN (methylamine). Run in O1CCCC1 (tetrahydrofuran), C1CCOC1 (THF), C(C)(=O)OCC (ethyl acetate). Run at temperature 65 celsius. Product: NC=1N=CC(=NC1C=1OC(=NN1)C1=CC=C(C=C1)CNC)C1CCN(CC1)C(CC)=O (1-(4-(5-amino-6-(5-(4-((methylamino)methyl)phenyl)-1,3,4-oxadiazol-2-yl)pyrazin-2-yl)piperidin-1-yl)propan-1-one). Reaction SMILES: [NH2:1][C:2]1[N:3]=[CH:4][C:5]([CH:21]2[CH2:26][CH2:25][N:24]([C:27](=[O:30])[CH2:28][CH3:29])[CH2:23][CH2:22]2)=[N:6][C:7]=1[C:8]1[O:9][C:10]([C:13]2[CH:18]=[CH:17][C:16]([CH2:19]Br)=[CH:15][CH:14]=2)=[N:11][N:12]=1.C([O-])([O-])=O.[Na+].[Na+].[CH3:37][NH2:38]>O1CCCC1.C(OCC)(=O)C>[NH2:1][C:2]1[N:3]=[CH:4][C:5]([CH:21]2[CH2:26][CH2:25][N:24]([C:27](=[O:30])[CH2:28][CH3:29])[CH2:23][CH2:22]2)=[N:6][C:7]=1[C:8]1[O:9][C:10]([C:13]2[CH:18]=[CH:17][C:16]([CH2:19][NH:38][CH3:37])=[CH:15][CH:14]=2)=[N:11][N:12]=1 |f:1.2.3|. Procedure: A solution of 1-[4-[5-amino-6-[5-[4-(bromomethyl)phenyl]-1,3,4-oxadiazol-2-yl]pyrazin-2-yl]-1-piperidyl]propan-1-one and Na2CO3 (114 mg, 1.1 mmol) in tetrahydrofuran was treated with a solution of methylamine (1.3 mL of 2 M, 2.5 mmol) in THF and heated at 65° C. for 30 minutes. The reaction mixture was diluted with ethyl acetate, washed with 50% saturated sodium bicarbonate solution (2×20 mL), water, and brine. The solution was dried over anhydrous Na2SO4, filtered, and concentrated in vacuo. Th... Starting materials: [C-]#N, CCOP(=O)(C#N)OCC, [Li+], C1CCOC1, O, O=C1CCOc2cc(S(=O)(=O)c3ccccc3)ccc21. Product: N#CC1CCOc2cc(S(=O)(=O)c3ccccc3)ccc21. As a reaction SMILES: [C-:31]#[N:32].[C:21](#[N:22])[P:23](=[O:24])([O:25][CH2:26][CH3:27])[O:28][CH2:29][CH3:30].[Li+:33].[O:35]1[CH2:36][CH2:37][CH2:38][CH2:39]1.[OH2:34].[c:1]1([S:7](=[O:8])(=[O:9])[c:10]2[cH:11][cH:12][c:13]3[c:18]([cH:19]2)[O:17][CH2:16][CH2:15][C:14]3=[O:20])[cH:2][cH:3][cH:4][cH:5][cH:6]1>>[c:1]1([S:7](=[O:8])(=[O:9])[c:10]2[cH:11][cH:12][c:13]3[c:18]([cH:19]2)[O:17][CH2:16][CH2:15][CH:14]3[C:21]#[N:22])[cH:2][cH:3][cH:4][cH:5][cH:6]1.